This data is from the Open Reaction Database (ORD), a public repository of structured organic reaction records. The task is: describe an organic reaction: reactants, conditions, products, and yield The reactants are CCOC(=O)C.CCCCCC (EtOAc Hexane), BrC1=C(C=C(C=C1)I)Cl (1-bromo-2-chloro-4-iodobenzene), C(CCC)[Sn](C=1SC=CC1)(CCCC)CCCC (2-tributylstannyl thiophene). Reagents/catalysts: C=1C=CC(=CC1)[P](C=2C=CC=CC2)(C=3C=CC=CC3)[Pd]([P](C=4C=CC=CC4)(C=5C=CC=CC5)C=6C=CC=CC6)([P](C=7C=CC=CC7)(C=8C=CC=CC8)C=9C=CC=CC9)[P](C=1C=CC=CC1)(C=1C=CC=CC1)C=1C=CC=CC1 (Pd(PPh3)4). Solvent: O1CCOCC1 (dioxane). Reaction conditions: time 30 minute. The product is BrC1=C(C=C(C=C1)C=1SC=CC1)Cl (2-(4-Bromo-3-chlorophenyl)thiophene). As a reaction SMILES: [Br:1][C:2]1[CH:7]=[CH:6][C:5](I)=[CH:4][C:3]=1[Cl:9].C([Sn](CCCC)(CCCC)[C:15]1[S:16][CH:17]=[CH:18][CH:19]=1)CCC.CCOC(C)=O.CCCCCC>O1CCOCC1.C1C=CC([P]([Pd]([P](C2C=CC=CC=2)(C2C=CC=CC=2)C2C=CC=CC=2)([P](C2C=CC=CC=2)(C2C=CC=CC=2)C2C=CC=CC=2)[P](C2C=CC=CC=2)(C2C=CC=CC=2)C2C=CC=CC=2)(C2C=CC=CC=2)C2C=CC=CC=2)=CC=1>[Br:1][C:2]1[CH:7]=[CH:6][C:5]([C:15]2[S:16][CH:17]=[CH:18][CH:19]=2)=[CH:4][C:3]=1[Cl:9] |f:2.3,^1:49,51,70,89|. Reported procedure: To a mixture of 1-bromo-2-chloro-4-iodobenzene (2.0 g, 6.30 mmol) in dioxane 30 mL, 2-tributylstannyl thiophene (2.352 g, 6.30 mmol), and 5% equivalent of Pd(PPh3)4 (0.364 g, 0.3155 mmol) is refluxed under nitrogen for 5 h. After cooling and evaporation of the solvent, the residue is dissolved in EtOAc 50 mL. 10% KF 30 mL is added and the solution is stirred at r.t. for 30 min. The resultant precipitate is removed by filtration. The solution is washed with water 20 mL×3, and dried with Na2SO4 an... Reactants: ClC1=CC=C(C=N1)C=O (6-chloro-pyridine-3-carbaldehyde), Cl.CN1C(CNCC1)=O (1-methylpiperazine-2-one hydrochloride). The product is ClC1=CC=C(C=N1)CN1CC(N(CC1)C)=O (4-(6-chloro-pyridin-3-ylmethyl)-1-methyl-piperazin-2-one). Isolated yield 84.1%. RXN SMILES: [Cl:1][C:2]1[N:7]=[CH:6][C:5]([CH:8]=O)=[CH:4][CH:3]=1.Cl.[CH3:11][N:12]1[CH2:17][CH2:16][NH:15][CH2:14][C:13]1=[O:18]>>[Cl:1][C:2]1[N:7]=[CH:6][C:5]([CH2:8][N:15]2[CH2:16][CH2:17][N:12]([CH3:11])[C:13](=[O:18])[CH2:14]2)=[CH:4][CH:3]=1 |f:1.2|. Reported procedure: Following General Method B, 6-chloro-pyridine-3-carbaldehyde (500 mg, 3.532 mmol) and 1-methylpiperazine-2-one hydrochloride (559 mg, 3.709 mmol) gave 4-(6-chloro-pyridin-3-ylmethyl)-1-methyl-piperazin-2-one (712 mg, 84%) [following SiO2 chromatography, eluting with 0-10% MeOH/dichloromethane]. MS (ESI) m/z 240.1 (M+H)−